From a dataset of the Open Reaction Database (ORD), a public repository of structured organic reaction records. describe an organic reaction: reactants, conditions, products, and yield The reactants are C(C)(C)(C)OC(=O)N1C2CCC(C1C1=NC3=C(N1)C=C(C=C3)C3=CC1=CC=C(C=C1C=C3)C3=CC=C(C=C3)C=3NC(=NC3)C3N(CCC3)C(=O)OC(C)(C)C)C2 (3-[6-(6-{4-[2-(1-tert-Butoxycarbonyl-pyrrolidin-2-yl)-3H-imidazol-4-yl]-phenyl}-naphthalen-2-yl)-1H-benzoimidazol-2-yl]-2-aza-bicyclo[2.2.1]heptane-2-carboxylic acid tert-butyl ester), C(C)(C)(C)OC(=O)N1C(CCC1)C=1NC(=CN1)C1=CC=C(C=C1)C1=CC2=CC=C(C=C2C=C1)B1OC(C(O1)(C)C)(C)C (2-(5-{4-[6-(4,4,5,5-Tetramethyl-[1,3,2]dioxaborolan-2-yl)-naphthalen-2-yl]-phenyl}-1H-imidazol-2-yl)-pyrrolidine-1-carboxylic acid tert-butyl ester), C(C)(C)(C)OC(=O)N1C2CCC(C1C1=NC3=C(N1)C=C(C=C3)Br)C2 (3-(6-Bromo-1H-benzoimidazol-2-yl)-2-aza-bicyclo[2.2.1]heptane-2-carboxylic acid tert-butyl ester), C([O-])([O-])=O.[K+].[K+] (potassium carbonate). Reagents/catalysts: C1=CC=C(C=C1)P([C-]2C=CC=C2)C3=CC=CC=C3.C1=CC=C(C=C1)P([C-]2C=CC=C2)C3=CC=CC=C3.Cl[Pd]Cl.[Fe+2] ([1,1′-bis(diphenylphosphino)ferrocene]dichloropalladium(II)), C=1C=CC(=CC1)[P](C=2C=CC=CC2)(C=3C=CC=CC3)[Pd]([P](C=4C=CC=CC4)(C=5C=CC=CC5)C=6C=CC=CC6)([P](C=7C=CC=CC7)(C=8C=CC=CC8)C=9C=CC=CC9)[P](C=1C=CC=CC1)(C=1C=CC=CC1)C=1C=CC=CC1 (tetrakis(triphenylphosphine)palladium). Run in C(C)(=O)OCC (ethyl acetate), COCCOC (DME), O (water). Reaction conditions: temperature 90 celsius. Product: C(C)(C)(C)OC(=O)N1C2CCC(C1)C2 (2-aza-bicyclo[2.2.1]heptane-2-carboxylic acid tert-butyl ester). Yield: 35.0%. As a reaction SMILES: [C:1]([O:5][C:6]([N:8]1[CH:13](C2NC3C=C(C4C=CC5C(=CC=C(C6C=CC(C7NC(C8CCCN8C(OC(C)(C)C)=O)=NC=7)=CC=6)C=5)C=4)C=CC=3N=2)[CH:12]2[CH2:56][CH:9]1[CH2:10][CH2:11]2)=[O:7])([CH3:4])([CH3:3])[CH3:2].C(OC(N1CCCC1C1NC(C2C=CC(C3C=CC4C(=CC=C(B5OC(C)(C)C(C)(C)O5)C=4)C=3)=CC=2)=CN=1)=O)(C)(C)C.C(OC(N1C(C2NC3C=C(Br)C=CC=3N=2)C2CC1CC2)=O)(C)(C)C.C(=O)([O-])[O-].[K+].[K+]>COCCOC.O.C(OCC)(=O)C.C1C=CC(P(C2C=CC=CC=2)[C-]2C=CC=C2)=CC=1.C1C=CC(P(C2C=CC=CC=2)[C-]2C=CC=C2)=CC=1.Cl[Pd]Cl.[Fe+2].C1C=CC([P]([Pd]([P](C2C=CC=CC=2)(C2C=CC=CC=2)C2C=CC=CC=2)([P](C2C=CC=CC=2)(C2C=CC=CC=2)C2C=CC=CC=2)[P](C2C=CC=CC=2)(C2C=CC=CC=2)C2C=CC=CC=2)(C2C=CC=CC=2)C2C=CC=CC=2)=CC=1>[C:1]([O:5][C:6]([N:8]1[CH2:13][CH:12]2[CH2:56][CH:9]1[CH2:10][CH2:11]2)=[O:7])([CH3:4])([CH3:2])[CH3:3] |f:3.4.5,9.10.11.12,^1:185,187,206,225|. Procedure: A mixture of 245-(4-Bromo-phenyl)-1H-imidazol-2-yl]-pyrrolidine-1-carboxylic acid tert-butyl ester (1.079 g, 2.737 mmol), Naphthalene-2,6-diboronic acid dominical ester (5 eq., 5.2 g, 13.68 mmol), [1,1′-bis(diphenylphosphino)ferrocene]dichloropalladium(II) (5%, 96 mg), tetrakis(triphenylphosphine)palladium (5%, 158 mg) and potassium carbonate (5 eq., 757 mg) in 40 mL DME and 10 mL water was heated to 110° C. under Argon for 2 hours. The reaction mixture was cooled and diluted with ethyl acetate ... Product: BrC1=C(OC(C(=O)OCC2=CC=CC=C2)C)C=C(C=C1)Br (Benzyl (2,5-dibromophenoxy)propionate). Run in C(C(C)C)C(=O)C (methyl iso-butyl ketone). Reactants: [OH-].[Na+] (sodium hydroxide), [Br-].[K+] (potassium bromide), BrC1=C(C=C(C=C1)Br)O (2,5-Dibromophenol), BrC(C(=O)OCC1=CC=CC=C1)C (benzyl 2-bromopropionate), C([O-])([O-])=O.[K+].[K+] (potassium carbonate). As a reaction SMILES: [Br:1][C:2]1[CH:7]=[CH:6][C:5]([Br:8])=[CH:4][C:3]=1[OH:9].Br[CH:11]([CH3:22])[C:12]([O:14][CH2:15][C:16]1[CH:21]=[CH:20][CH:19]=[CH:18][CH:17]=1)=[O:13].C(=O)([O-])[O-].[K+].[K+].[OH-].[Na+].[Br-].[K+]>C(C(C)=O)C(C)C>[Br:1][C:2]1[CH:7]=[CH:6][C:5]([Br:8])=[CH:4][C:3]=1[O:9][CH:11]([CH3:22])[C:12]([O:14][CH2:15][C:16]1[CH:21]=[CH:20][CH:19]=[CH:18][CH:17]=1)=[O:13] |f:2.3.4,5.6,7.8|. Reported procedure: 2,5-Dibromophenol (53 g) and benzyl 2-bromopropionate (48.6 g) in methyl iso-butyl ketone (250 ml) containing suspended potassium carbonate (13.8 g) was heated under reflux with stirring overnight. The mixture was cooled to 40°, 5% sodium hydroxide solution (100 ml) was added, and the mixture was stirred to dissolve the solid potassium bromide. The aqueous phase was separated with fresh methyl iso-butyl ketone (50 ml). The combined extracts were washed with water (50 ml), dried, and evaporated u... Run at time 8 hour. The reactants are four, CON(C(=O)C1C(CN(CC1)CC1=CC=CC=C1)C1=CC=C(C=C1)Cl)C ((3SR,4RS)-1-benzyl-3-(4-chloro-phenyl)-piperidine-4-carboxylic acid methoxy-methyl-amide), C[Mg]Br (methylmagnesium bromide). The solvent is C1CCOC1 (THF). Run at temperature -40 celsius. Product: C(C1=CC=CC=C1)N1CC(C(CC1)C(C)=O)C1=CC=C(C=C1)Cl (1-[(3SR,4RS)-1-Benzyl-3-(4-chloro-phenyl)-piperidin-4-yl]-ethanone). RXN SMILES: CON(C)[C:4]([CH:6]1[CH2:11][CH2:10][N:9]([CH2:12][C:13]2[CH:18]=[CH:17][CH:16]=[CH:15][CH:14]=2)[CH2:8][CH:7]1[C:19]1[CH:24]=[CH:23][C:22]([Cl:25])=[CH:21][CH:20]=1)=[O:5].[CH3:27][Mg]Br>C1COCC1>[CH2:12]([N:9]1[CH2:10][CH2:11][CH:6]([C:4](=[O:5])[CH3:27])[CH:7]([C:19]2[CH:24]=[CH:23][C:22]([Cl:25])=[CH:21][CH:20]=2)[CH2:8]1)[C:13]1[CH:18]=[CH:17][CH:16]=[CH:15][CH:14]=1. Procedure: Under an inert atmosphere a 50 mL four necked flask (flame dried) with a magnetic stirrer was charged with 990 mg (2.65 mmol) (3SR,4RS)-1-benzyl-3-(4-chloro-phenyl)-piperidine-4-carboxylic acid methoxy-methyl-amide in 15 ml THF. The light yellow solution was cooled to −40° C. and 2.2 mL methylmagnesium bromide (3M in diethyl ether) was added drop wise over 5 min. The reaction was slowly warmed up to 0° C. over 2 h. The reaction mixture was quenched slowly with 20 mL aqueous NH4Cl-solution, dilut... Starting materials: NC=1C2=C(N=CN1)N(C=C2I)[C@@H]2C[C@H](C2)CO (trans-[3-(4-amino-5-iodopyrrolo[2,3-d]pyrimidin-7-yl)-cyclobutyl]-methanol), C1(=CC=CC=C1)C1=NC2=CC(=CC=C2C=C1)B1OC(C(O1)(C)C)(C)C (2-phenyl-7-(4,4,5,5-tetramethyl-[1,3,2]dioxaborolan-2-yl)-quinoline), C(=O)([O-])[O-].[Na+].[Na+] (Na2CO3), O (water). The reagents and catalysts are C=1C=CC(=CC1)[P](C=2C=CC=CC2)(C=3C=CC=CC3)[Pd]([P](C=4C=CC=CC4)(C=5C=CC=CC5)C=6C=CC=CC6)([P](C=7C=CC=CC7)(C=8C=CC=CC8)C=9C=CC=CC9)[P](C=1C=CC=CC1)(C=1C=CC=CC1)C=1C=CC=CC1 (Pd(PPh3)4). Run in CN(C)C=O (DMF). Yields the product NC=1C2=C(N=CN1)N(C=C2C2=CC=C1C=CC(=NC1=C2)C2=CC=CC=C2)[C@@H]2C[C@H](C2)CO (trans-{3-[4-Amino-5-(2-phenylquinolin-7-yl)-pyrrolo[2,3-d]pyrimidin-7-yl]-cyclobutyl}methanol). Reaction SMILES: [NH2:1][C:2]1[C:3]2[C:10](I)=[CH:9][N:8]([C@H:12]3[CH2:15][C@H:14]([CH2:16][OH:17])[CH2:13]3)[C:4]=2[N:5]=[CH:6][N:7]=1.[C:18]1([C:24]2[CH:33]=[CH:32][C:31]3[C:26](=[CH:27][C:28](B4OC(C)(C)C(C)(C)O4)=[CH:29][CH:30]=3)[N:25]=2)[CH:23]=[CH:22][CH:21]=[CH:20][CH:19]=1.C([O-])([O-])=O.[Na+].[Na+].O>CN(C=O)C.C1C=CC([P]([Pd]([P](C2C=CC=CC=2)(C2C=CC=CC=2)C2C=CC=CC=2)([P](C2C=CC=CC=2)(C2C=CC=CC=2)C2C=CC=CC=2)[P](C2C=CC=CC=2)(C2C=CC=CC=2)C2C=CC=CC=2)(C2C=CC=CC=2)C2C=CC=CC=2)=CC=1>[NH2:1][C:2]1[C:3]2[C:10]([C:28]3[CH:27]=[C:26]4[C:31]([CH:32]=[CH:33][C:24]([C:18]5[CH:23]=[CH:22][CH:21]=[CH:20][CH:19]=5)=[N:25]4)=[CH:30][CH:29]=3)=[CH:9][N:8]([C@H:12]3[CH2:15][C@H:14]([CH2:16][OH:17])[CH2:13]3)[C:4]=2[N:5]=[CH:6][N:7]=1 |f:2.3.4,^1:58,60,79,98|. Procedure details: Following the general procedure for the Suzuki coupling, trans-[3-(4-amino-5-iodopyrrolo[2,3-d]pyrimidin-7-yl)-cyclobutyl]-methanol (139.2 mg, 0.4045 mmol) was reacted with 2-phenyl-7-(4,4,5,5-tetramethyl-[1,3,2]dioxaborolan-2-yl)-quinoline (141 mg, 0.426 mmol), Na2CO3 (107 mg, 1.01 mmol) and Pd(PPh3)4 (30 mg, 0.026 mmol) in DMF (10 mL)/water (2 mL). The crude material was purified by column chromatography on silica gel [Jones Flashmaster, 10 g/70 mL cartridge, eluting with CH2Cl2 (1-7)→2% MeOH ...